Dataset: the Open Reaction Database (ORD), a public repository of structured organic reaction records. Task: describe an organic reaction: reactants, conditions, products, and yield The reactants are C=CCc1cc(C(=O)OC)ccc1C, CCO, NN, O. Yields the product C=CCc1cc(C(=O)NN)ccc1C. Reaction SMILES: [CH2:1]([CH:2]=[CH2:3])[c:4]1[cH:5][c:6]([C:7](=[O:8])[O:9][CH3:10])[cH:11][cH:12][c:13]1[CH3:14].[CH3:18][CH2:19][OH:20].[NH2:16][NH2:17].[OH2:15]>>[CH2:1]([CH:2]=[CH2:3])[c:4]1[cH:5][c:6]([C:7](=[O:8])[NH:16][NH2:17])[cH:11][cH:12][c:13]1[CH3:14].